This data is from the Open Reaction Database (ORD), a public repository of structured organic reaction records. The task is: describe an organic reaction: reactants, conditions, products, and yield Starting materials: S1C(=CC=C1)C(=O)NCC(=O)O (N-(2-thienylcarbonyl)glycine), CN(C1=NC=CC=C1C=O)C (2-(dimethylamino)-3-pyridinecarboxaldehyde), C(C)(=O)[O-].[Na+] (sodium acetate), C(C)(=O)OC(C)=O (acetic anhydride). Solvent: O (water). Conditions: temperature 90 celsius. Yields the product CN(C1=NC=CC=C1C=C1N=C(OC1=O)C=1SC=CC1)C (4-((2-Dimethylamino-3-pyridinyl)methylene)-2-(2-thienyl)-5(4H)-oxazolone). The yield is 32.3%. Reaction SMILES: [S:1]1[CH:5]=[CH:4][CH:3]=[C:2]1[C:6]([NH:8][CH2:9][C:10]([OH:12])=[O:11])=O.[CH3:13][N:14]([CH3:23])[C:15]1[C:20]([CH:21]=O)=[CH:19][CH:18]=[CH:17][N:16]=1.C([O-])(=O)C.[Na+].C(OC(=O)C)(=O)C>O>[CH3:13][N:14]([CH3:23])[C:15]1[C:20]([CH:21]=[C:9]2[C:10](=[O:11])[O:12][C:6]([C:2]3[S:1][CH:5]=[CH:4][CH:3]=3)=[N:8]2)=[CH:19][CH:18]=[CH:17][N:16]=1 |f:2.3|. Procedure details: To a screw-capped test tube, N-(2-thienylcarbonyl)glycine (56 mg, 0.3 mmol), 2-(dimethylamino)-3-pyridinecarboxaldehyde (50 mg, 0.3 mmol), sodium acetate (25 mg, 0.3 mmol) and acetic anhydride (0.3 mL) were added. The test tube was sealed, and it was then stirred at an external temperature of 90° C. Three hours later, the temperature of the reaction solution was returned to room temperature, and water (1.5 mL) was then added thereto. The obtained mixture was stirred at the same temperature as de... The reactants are [N+](=O)([O-])C1=CC=C(C=C1)OC(=O)C=1C2=C(C(=NC1)OC(F)F)OC(=C2)CC (7-difluoromethoxy-2-ethylfuro[2,3-c]pyridine-4-carboxylic acid 4-nitrophenyl ester), CC1=NOC(=C1N)C (3,5-dimethylisoxazol-4-ylamine). Product: CC1=NOC(=C1NC(=O)C=1C2=C(C(=NC1)OC(F)F)OC(=C2)CC)C (7-Difluoromethoxy-2-ethylfuro[2,3-c]pyridine-4-carboxylic acid (3,5-dimethylisoxazol-4-yl)amide). Yield: 9.7%. As a reaction SMILES: [N+](C1C=CC(O[C:11]([C:13]2[C:14]3[CH:25]=[C:24]([CH2:26][CH3:27])[O:23][C:15]=3[C:16]([O:19][CH:20]([F:22])[F:21])=[N:17][CH:18]=2)=[O:12])=CC=1)([O-])=O.[CH3:28][C:29]1[C:33]([NH2:34])=[C:32]([CH3:35])[O:31][N:30]=1>>[CH3:28][C:29]1[C:33]([NH:34][C:11]([C:13]2[C:14]3[CH:25]=[C:24]([CH2:26][CH3:27])[O:23][C:15]=3[C:16]([O:19][CH:20]([F:21])[F:22])=[N:17][CH:18]=2)=[O:12])=[C:32]([CH3:35])[O:31][N:30]=1. Procedure details: This Example was conducted following the procedure of Example 1, but starting from 7-difluoromethoxy-2-ethylfuro[2,3-c]pyridine-4-carboxylic acid 4-nitrophenyl ester (200 mg) and 3,5-dimethylisoxazol-4-ylamine (118 mg). Purification by column chromatography on silica eluting with 30% ethyl acetate in hexane followed by trituration in diethyl ether afforded the title compound as an off-white solid (18 mg). The reactants are FC=1C(=C(C(=O)NOCCO)C=C(C1F)/C=N/OCCC(NC)=O)NC1=C(C=C(C=C1)I)F ((E)-3,4-difluoro-2-(2-fluoro-4-iodo-phenylamino)-N-(2-hydroxy-ethoxy)-5-[(2-methylcarbamoyl-ethoxyimino)-methyl]-benzamide), ClC(C(=O)O)Cl (dichloroacetic acid). Solvent: ClCCl (dichloromethane). Run at time 10 minute. Product: FC=1C(=C(C(=O)NOCCO)C=C(C1F)CN1OCCC1=O)NC1=C(C=C(C=C1)I)F (3,4-Difluoro-2-(2-fluoro-4-iodo-phenylamino)-N-(2-hydroxy-ethoxy)-5-(3-oxo-isoxazolidin-2-yl methyl)-benzamide). Isolated yield 96.7%. RXN SMILES: [F:1][C:2]1[C:3]([NH:25][C:26]2[CH:31]=[CH:30][C:29]([I:32])=[CH:28][C:27]=2[F:33])=[C:4]([CH:12]=[C:13](/[CH:16]=[N:17]/[O:18][CH2:19][CH2:20][C:21](=[O:24])NC)[C:14]=1[F:15])[C:5]([NH:7][O:8][CH2:9][CH2:10][OH:11])=[O:6].ClC(Cl)C(O)=O>ClCCl>[F:1][C:2]1[C:3]([NH:25][C:26]2[CH:31]=[CH:30][C:29]([I:32])=[CH:28][C:27]=2[F:33])=[C:4]([CH:12]=[C:13]([CH2:16][N:17]2[C:21](=[O:24])[CH2:20][CH2:19][O:18]2)[C:14]=1[F:15])[C:5]([NH:7][O:8][CH2:9][CH2:10][OH:11])=[O:6]. Reported procedure: To (E)-3,4-difluoro-2-(2-fluoro-4-iodo-phenylamino)-N-(2-hydroxy-ethoxy)-5-[(2-methylcarbamoyl-ethoxyimino)-methyl]-benzamide (9.60 g, 15.54 mmol) were added sequentially dichloromethane (300 ml) and borane-pyridine complex (11.70 ml, 115.80 mmol) to give a suspension. This mixture was stirred at room temperature, and dichloroacetic acid (9.51 ml, 115.80 mmol) was added dropwise thereto over 10 minutes. After the mixture was stirred at room temperature for 13 hours, dichloromethane was removed u... Starting materials: CCC(=O)NC1(Cc2ccccc2)CC1, [K+], O=[N+]([O-])[O-], [Na+], [OH-], O. Yields the product CCC(=O)NC1(Cc2ccc([N+](=O)[O-])cc2)CC1. As a reaction SMILES: [CH2:1]([c:2]1[cH:3][cH:4][cH:5][cH:6][cH:7]1)[C:8]1([NH:11][C:12]([CH2:13][CH3:14])=[O:15])[CH2:9][CH2:10]1.[K+:20].[N+:16](=[O:17])([O-:18])[O-:19].[Na+:22].[OH-:21].[OH2:23]>>[CH2:1]([c:2]1[cH:3][cH:4][c:5]([N+:16](=[O:17])[O-:18])[cH:6][cH:7]1)[C:8]1([NH:11][C:12]([CH2:13][CH3:14])=[O:15])[CH2:9][CH2:10]1. Reactants: O=C(O)C(F)(F)F, CCCc1c(-c2ccccc2)noc1-c1nc(-c2ccc(CN3CC(C(=O)OC(C)(C)C)C3)cc2)no1. Yields the product O=C(O)C(F)(F)F, CCCc1c(-c2ccccc2)noc1-c1nc(-c2ccc(CN3CC(C(=O)O)C3)cc2)no1. RXN SMILES: [F:38][C:39]([C:40](=[O:41])[OH:42])([F:43])[F:44].[c:1]1(-[c:7]2[n:8][o:9][c:10](-[c:15]3[n:16][c:17](-[c:20]4[cH:21][cH:22][c:23]([CH2:24][N:25]5[CH2:26][CH:27]([C:29](=[O:30])[O:31][C:32]([CH3:33])([CH3:34])[CH3:35])[CH2:28]5)[cH:36][cH:37]4)[n:18][o:19]3)[c:11]2[CH2:12][CH2:13][CH3:14])[cH:2][cH:3][cH:4][cH:5][cH:6]1>>[F:38][C:39]([C:40](=[O:41])[OH:42])([F:43])[F:44].[c:1]1(-[c:7]2[n:8][o:9][c:10](-[c:15]3[n:16][c:17](-[c:20]4[cH:21][cH:22][c:23]([CH2:24][N:25]5[CH2:26][CH:27]([C:29](=[O:30])[OH:31])[CH2:28]5)[cH:36][cH:37]4)[n:18][o:19]3)[c:11]2[CH2:12][CH2:13][CH3:14])[cH:2][cH:3][cH:4][cH:5][cH:6]1. Starting materials: [OH-].[Ca+2].[OH-] (calcium hydroxide), ClC1=CC(=CC=C1)C(=O)OO (3-Chloroperbenzoic acid), FC1=CC=C(C=C1)C=1C=C2C=CC(=CC2=CC1)SC=1N(C=CN1)C (2-{[6-(4-Fluorophenyl)-2-naphthyl]thio}-1-methyl-1H-imidazole). The solvent is C(Cl)Cl (CH2Cl2), C(Cl)Cl (CH2Cl2). Conditions: temperature 0 celsius, time 1.5 hour. Product: FC1=CC=C(C=C1)C=1C=C2C=CC(=CC2=CC1)S(=O)(=O)C=1N(C=CN1)C (2-{[6-(4-Fluorophenyl)-2-naphthyl]sulfonyl}-1-methyl-1H-imidazole). Isolated yield 45.7%. RXN SMILES: [F:1][C:2]1[CH:7]=[CH:6][C:5]([C:8]2[CH:9]=[C:10]3[C:15](=[CH:16][CH:17]=2)[CH:14]=[C:13]([S:18][C:19]2[N:20]([CH3:24])[CH:21]=[CH:22][N:23]=2)[CH:12]=[CH:11]3)=[CH:4][CH:3]=1.ClC1C=CC=C(C(OO)=O)C=1.[OH-:36].[Ca+2].[OH-:38]>C(Cl)Cl>[F:1][C:2]1[CH:3]=[CH:4][C:5]([C:8]2[CH:9]=[C:10]3[C:15](=[CH:16][CH:17]=2)[CH:14]=[C:13]([S:18]([C:19]2[N:20]([CH3:24])[CH:21]=[CH:22][N:23]=2)(=[O:38])=[O:36])[CH:12]=[CH:11]3)=[CH:6][CH:7]=1 |f:2.3.4|. Procedure details: 2-{[6-(4-Fluorophenyl)-2-naphthyl]thio}-1-methyl-1H-imidazole (125 mg, 0.4 mmol) was dissolved in CH2Cl2 (1 mL) and was cooled to 0° C. 3-Chloroperbenzoic acid (224 mg, 1.0 mmol) was added and the solution stirred at ambient temperature for 1.5 h. The solution was diluted with CH2Cl2 (1 mL) and calcium hydroxide (277 mg, 0.6 mmol) was added. The suspension was stirred for 30 minutes before filtering through a pad of Hyflo; the liquors were evaporated in vacuo. The residue was purified by flash c... Starting materials: ClCCl, O=C(O)C(F)(F)F, CC(C)(C)OC(=O)Nc1cccc(OCc2cccc(-c3ccc(-c4ccc5c(c4)N(C(=O)Nc4nc6ccccc6s4)CCC5)nc3C(=O)O)c2)c1. Product: Nc1cccc(OCc2cccc(-c3ccc(-c4ccc5c(c4)N(C(=O)Nc4nc6ccccc6s4)CCC5)nc3C(=O)O)c2)c1. Reaction SMILES: [Cl:61][CH2:62][Cl:63].[OH:1][C:2]([C:3]([F:4])([F:5])[F:6])=[O:7].[s:8]1[c:9]([NH:17][C:18](=[O:19])[N:20]2[CH2:21][CH2:22][CH2:23][c:24]3[cH:25][cH:26][c:27](-[c:30]4[cH:31][cH:32][c:33](-[c:39]5[cH:40][c:41]([CH2:45][O:46][c:47]6[cH:48][c:49]([NH:53][C:54]([O:55][C:56]([CH3:57])([CH3:58])[CH3:59])=[O:60])[cH:50][cH:51][cH:52]6)[cH:42][cH:43][cH:44]5)[c:34]([C:36](=[O:37])[OH:38])[n:35]4)[cH:28][c:29]32)[n:10][c:11]2[c:12]1[cH:13][cH:14][cH:15][cH:16]2>>[s:8]1[c:9]([NH:17][C:18](=[O:19])[N:20]2[CH2:21][CH2:22][CH2:23][c:24]3[cH:25][cH:26][c:27](-[c:30]4[cH:31][cH:32][c:33](-[c:39]5[cH:40][c:41]([CH2:45][O:46][c:47]6[cH:48][c:49]([NH2:53])[cH:50][cH:51][cH:52]6)[cH:42][cH:43][cH:44]5)[c:34]([C:36](=[O:37])[OH:38])[n:35]4)[cH:28][c:29]32)[n:10][c:11]2[c:12]1[cH:13][cH:14][cH:15][cH:16]2. The reactants are [Al+3], Brc1cnc2[nH]ccc2c1, CC(=O)Cl, [Cl-], [Cl-], [Cl-], ClCCl, O. Yields the product CC(=O)c1c[nH]c2ncc(Br)cc12. Reaction SMILES: [Al+3:4].[Br:5][c:6]1[cH:7][c:8]2[c:9]([n:10][cH:11]1)[nH:12][cH:13][cH:14]2.[CH3:15][C:16]([Cl:17])=[O:18].[Cl-:1].[Cl-:2].[Cl-:3].[Cl:20][CH2:21][Cl:22].[OH2:19]>>[Br:5][c:6]1[cH:7][c:8]2[c:9]([n:10][cH:11]1)[nH:12][cH:13][c:14]2[C:16]([CH3:15])=[O:18]. Reactants: C(N)(=O)C1=NC=CC(=C1)OC1=CC(=C(C=C1F)NC(=O)C1(CC1)C(=O)O)F (1-[4-(2-carbamoylpyridin-4-yl)oxy-2,5-difluorophenylaminocarbonyl]cyclopropanecarboxylic acid), FC1=CC=C(N)C=C1 (4-fluoroaniline), O.[Cl-].COC1=NC(=NC(=N1)OC)[N+]1(CCOCC1)C (4-(4,6-dimethoxy[1.3.5]triazin-2-yl)-4-methylmorpholinium chloride hydrate). The solvent is O1CCCC1 (tetrahydrofuran). Reaction conditions: time 23 hour. Yields the product NC(=O)C1=NC=CC(=C1)OC1=CC(=C(C=C1F)NC(=O)C1(CC1)C(=O)NC1=CC=C(C=C1)F)F (N-(4-{[2-(Aminocarbonyl)pyridin-4-yl]oxy}-2,5-difluorophenyl)-N′-(4-fluorophenyl)cyclopropane-1,1-dicarboxamide). RXN SMILES: [C:1]([C:4]1[CH:9]=[C:8]([O:10][C:11]2[C:16]([F:17])=[CH:15][C:14]([NH:18][C:19]([C:21]3([C:24]([OH:26])=O)[CH2:23][CH2:22]3)=[O:20])=[C:13]([F:27])[CH:12]=2)[CH:7]=[CH:6][N:5]=1)(=[O:3])[NH2:2].[F:28][C:29]1[CH:35]=[CH:34][C:32]([NH2:33])=[CH:31][CH:30]=1.O.[Cl-].COC1N=C(OC)N=C([N+]2(C)CCOCC2)N=1>O1CCCC1>[NH2:2][C:1]([C:4]1[CH:9]=[C:8]([O:10][C:11]2[C:16]([F:17])=[CH:15][C:14]([NH:18][C:19]([C:21]3([C:24]([NH:33][C:32]4[CH:34]=[CH:35][C:29]([F:28])=[CH:30][CH:31]=4)=[O:26])[CH2:23][CH2:22]3)=[O:20])=[C:13]([F:27])[CH:12]=2)[CH:7]=[CH:6][N:5]=1)=[O:3] |f:2.3.4|. Procedure: To a suspension of 1-[4-(2-carbamoylpyridin-4-yl)oxy-2,5-difluorophenylaminocarbonyl]cyclopropanecarboxylic acid (100 mg) and 4-fluoroaniline (0.051 ml) in tetrahydrofuran (4 ml) was added 4-(4,6-dimethoxy[1.3.5]triazin-2-yl)-4-methylmorpholinium chloride hydrate (157 mg), followed by stirring at room temperature 23 hr. The reaction mixture was partitioned between ethyl acetate and an aqueous solution of sodium hydrogencarbonate. The organic layer was washed with water and brine, dried over anhy... Reactants: [Cl-].[NH4+] (ammonium chloride), [Mg] (magnesium ribbon), BrCCC (1-bromopropane), CC1=CC2=C(C=C1C=O)OCO2 ((6-methyl-1,3-benzodioxol-5-yl)-carboxaldehyde), Grignard reagent. The solvent is O1CCCC1 (tetrahydrofuran), O1CCCC1 (tetrahydrofuran). Reaction conditions: time 1 hour. Product: CC=1C(=CC2=C(OCO2)C1)C(CCC)O ((6-methyl-1,3-benzodioxol-5-yl)butan-1-ol). Yield: 88.3%. RXN SMILES: [CH3:1][C:2]1[C:7]([CH:8]=[O:9])=[CH:6][C:5]2[O:10][CH2:11][O:12][C:4]=2[CH:3]=1.[Mg].Br[CH2:15][CH2:16][CH3:17].[Cl-].[NH4+]>O1CCCC1>[CH3:1][C:2]1[C:7]([CH:8]([OH:9])[CH2:15][CH2:16][CH3:17])=[CH:6][C:5]2[O:10][CH2:11][O:12][C:4]=2[CH:3]=1 |f:3.4|. Reported procedure: A solution of 5.0 g of (6-methyl-1,3-benzodioxol-5-yl)-carboxaldehyde in 20 ml of tetrahydrofuran was dropwise added at a room temperature to a Grignard reagent prepared from 0.86 g of magnesium ribbon, 10 ml of tetrahydrofuran and 4.4 g of 1-bromopropane. The obtained mixture was stirred at a room temperature for one hour, followed by the addition of a saturated aqueous solution of ammonium chloride. The obtained mixture was extracted with ether. The organic layer was washed with an aqueous sol...